Dataset: the Open Reaction Database (ORD), a public repository of structured organic reaction records. Task: describe an organic reaction: reactants, conditions, products, and yield The reactants are CCCCn1c(-c2ccccc2)nc(Cl)c1CC#N, [Na+], [OH-], O=S(=O)(O)O. The product is CCCCn1c(-c2ccccc2)nc(Cl)c1CC(=O)O. Reaction SMILES: [CH2:1]([CH2:2][CH2:3][CH3:4])[n:5]1[c:6](-[c:14]2[cH:15][cH:16][cH:17][cH:18][cH:19]2)[n:7][c:8]([Cl:13])[c:9]1[CH2:10][C:11]#[N:12].[Na+:21].[OH-:20].[S:22]([OH:23])(=[O:24])(=[O:25])[OH:26]>>[CH2:1]([CH2:2][CH2:3][CH3:4])[n:5]1[c:6](-[c:14]2[cH:15][cH:16][cH:17][cH:18][cH:19]2)[n:7][c:8]([Cl:13])[c:9]1[CH2:10][C:11](=[O:20])[OH:23]. Reaction SMILES: CCCCCC.C([Li])CCC.[CH2:12]([O:19][C:20]1[CH:25]=[CH:24][CH:23]=[CH:22][C:21]=1Br)[C:13]1[CH:18]=[CH:17][CH:16]=[CH:15][CH:14]=1.[F:27][C:28]([F:39])([F:38])[O:29][C:30]1[CH:37]=[CH:36][C:33](C=O)=[CH:32][CH:31]=1.[Cl-].[NH4+].C1C[O:45][CH2:44]C1>>[CH2:12]([O:19][C:20]1[CH:25]=[CH:24][CH:23]=[CH:22][C:21]=1[CH:44]([C:37]1[CH:36]=[CH:33][CH:32]=[CH:31][C:30]=1[O:29][C:28]([F:27])([F:38])[F:39])[OH:45])[C:13]1[CH:18]=[CH:17][CH:16]=[CH:15][CH:14]=1 |f:0.1,4.5|. Product: C(C1=CC=CC=C1)OC1=C(C=CC=C1)C(O)C1=C(C=CC=C1)OC(F)(F)F ((2-Benzyloxyphenyl)-(trifluoromethoxy-phenyl)methanol). Isolated yield 77.0%. Run at time 15 minute. Starting materials: FC(OC1=CC=C(C=O)C=C1)(F)F (4-trifluoromethoxybenzaldehyde), C1CCOC1 (THF), [Cl-].[NH4+] (ammonium chloride), CCCCCC.C(CCC)[Li] (n-butyllithium hexane), C(C1=CC=CC=C1)OC1=C(C=CC=C1)Br (1-benzyloxy-2-bromobenzene), C1CCOC1 (THF). Procedure: In a nitrogen stream, an n-butyllithium hexane solution (1.59 M, 8.7 mL) was added dropwise to a solution of 1-benzyloxy-2-bromobenzene (3.3 g, 12.64 mmol) in THF (126 mL) at −78° C. and the mixture solution was stirred at the same temperature for 15 minutes. To this solution, a solution of 4-trifluoromethoxybenzaldehyde (2.0 g, 10.52 mmol) in THF (42 mL) was added dropwise at −78° C. The reaction mixture was stirred at the same temperature for 40 minutes and at 0° C. for 45 minutes, and then a ... Reaction SMILES: [C:48]([O:49][BH-:50]([O:51][C:52](=[O:53])[CH3:54])[O:55][C:56](=[O:57])[CH3:58])(=[O:59])[CH3:60].[CH3:44][C:45](=[O:46])[OH:47].[Cl:1][c:2]1[cH:3][cH:4][c:5]([C:6](=[O:7])[CH2:8][CH2:9][O:10][C:11](=[O:12])[CH2:13][NH:14][CH2:15][c:16]2[c:17]([NH2:26])[cH:18][c:19]([C:20](=[O:21])[O:22][CH3:23])[cH:24][cH:25]2)[cH:27][cH:28]1.[Cl:62][CH2:63][Cl:64].[N:29]1([C:34](=[O:35])[c:36]2[cH:37][cH:38][c:39]([CH:40]=[O:41])[cH:42][cH:43]2)[CH2:30][CH2:31][CH2:32][CH2:33]1.[Na+:61]>>[Cl:1][c:2]1[cH:3][cH:4][c:5]([C:6](=[O:7])[CH2:8][CH2:9][O:10][C:11](=[O:12])[CH2:13][NH:14][CH2:15][c:16]2[c:17]([NH:26][CH2:40][c:39]3[cH:38][cH:37][c:36]([C:34]([N:29]4[CH2:30][CH2:31][CH2:32][CH2:33]4)=[O:35])[cH:43][cH:42]3)[cH:18][c:19]([C:20](=[O:21])[O:22][CH3:23])[cH:24][cH:25]2)[cH:27][cH:28]1. Starting materials: CC(=O)O[BH-](OC(C)=O)OC(C)=O, CC(=O)O, COC(=O)c1ccc(CNCC(=O)OCCC(=O)c2ccc(Cl)cc2)c(N)c1, ClCCl, O=Cc1ccc(C(=O)N2CCCC2)cc1, [Na+]. Product: COC(=O)c1ccc(CNCC(=O)OCCC(=O)c2ccc(Cl)cc2)c(NCc2ccc(C(=O)N3CCCC3)cc2)c1.